describe an organic reaction: reactants, conditions, products, and yield From a dataset of the Open Reaction Database (ORD), a public repository of structured organic reaction records. Procedure details: A solution of methyl 4-amino-3,6-dichloro-5-fluoropyridine-2-carboxylate (8.00 g, 33.0 mmol), tributyl(vinyl)tin (13.27 g, 42.0 mmol) and cesium fluoride (11.19 g, 73.6 mmol) in dimethylformamide (250 mL) was sparged with nitrogen for 15 minutes. Dichlorobis(triphenylphosphine)palladium (II) (1.17 g, 1.6 mmol) was then added and the mixture was heated at 90° C. overnight. After cooling, the mixture was concentrated, taken up into ethyl acetate and filtered through a silica gel plug. The solvents... Reaction conditions: temperature 90 celsius. Yield: 67.3%. The reagents and catalysts are Cl[Pd]([P](C1=CC=CC=C1)(C2=CC=CC=C2)C3=CC=CC=C3)([P](C4=CC=CC=C4)(C5=CC=CC=C5)C6=CC=CC=C6)Cl (Dichlorobis(triphenylphosphine)palladium). As a reaction SMILES: [NH2:1][C:2]1[C:7]([F:8])=[C:6](Cl)[N:5]=[C:4]([C:10]([O:12][CH3:13])=[O:11])[C:3]=1[Cl:14].[CH2:15]([Sn](CCCC)(CCCC)C=C)[CH2:16]CC.[F-].[Cs+]>CN(C)C=O.Cl[Pd](Cl)([P](C1C=CC=CC=1)(C1C=CC=CC=1)C1C=CC=CC=1)[P](C1C=CC=CC=1)(C1C=CC=CC=1)C1C=CC=CC=1>[NH2:1][C:2]1[C:7]([F:8])=[C:6]([CH:15]=[CH2:16])[N:5]=[C:4]([C:10]([O:12][CH3:13])=[O:11])[C:3]=1[Cl:14] |f:2.3,^1:39,58|. Starting materials: NC1=C(C(=NC(=C1F)Cl)C(=O)OC)Cl (methyl 4-amino-3,6-dichloro-5-fluoropyridine-2-carboxylate), C(CCC)[Sn](C=C)(CCCC)CCCC (tributyl(vinyl)tin), [F-].[Cs+] (cesium fluoride). Solvent: CN(C=O)C (dimethylformamide). The product is NC1=C(C(=NC(=C1F)C=C)C(=O)OC)Cl (methyl 4-amino-3-chloro-5-fluoro-6-vinylpyridine-2-carboxylate). The reactants are CC(=O)N1Cc2cc(F)c(Cl)nc2C=Cc2ccccc21, O=C([O-])[O-], COc1ccc(B2OC(C)(C)C(C)(C)O2)cn1, CCOC(C)=O, Cc1ccccc1, CCO, [Na+], [Na+], O, c1ccc(P(c2ccccc2)(c2ccccc2)[Pd](P(c2ccccc2)(c2ccccc2)c2ccccc2)(P(c2ccccc2)(c2ccccc2)c2ccccc2)P(c2ccccc2)(c2ccccc2)c2ccccc2)cc1. The product is COc1ccc(-c2nc3c(cc2F)CN(C(C)=O)c2ccccc2C=C3)cn1. Reaction SMILES: [C:1]([CH3:2])(=[O:3])[N:4]1[CH2:5][c:6]2[c:7]([n:16][c:17]([Cl:21])[c:18]([F:20])[cH:19]2)[CH:8]=[CH:9][c:10]2[c:11]1[cH:12][cH:13][cH:14][cH:15]2.[C:22](=[O:23])([O-:24])[O-:25].[CH3:28][O:29][c:30]1[n:31][cH:32][c:33]([B:36]2[O:37][C:38]([CH3:39])([CH3:40])[C:41]([CH3:42])([CH3:43])[O:44]2)[cH:34][cH:35]1.[CH3:45][CH2:46][O:47][C:48]([CH3:49])=[O:50].[CH3:51][c:52]1[cH:53][cH:54][cH:55][cH:56][cH:57]1.[CH3:58][CH2:59][OH:60].[Na+:26].[Na+:27].[OH2:138].[cH:61]1[cH:62][cH:63][c:64]([P:65]([Pd:66]([P:67]([c:68]2[cH:69][cH:70][cH:71][cH:72][cH:73]2)([c:74]2[cH:75][cH:76][cH:77][cH:78][cH:79]2)[c:80]2[cH:81][cH:82][cH:83][cH:84][cH:85]2)([P:86]([c:87]2[cH:88][cH:89][cH:90][cH:91][cH:92]2)([c:93]2[cH:94][cH:95][cH:96][cH:97][cH:98]2)[c:99]2[cH:100][cH:101][cH:102][cH:103][cH:104]2)[P:105]([c:106]2[cH:107][cH:108][cH:109][cH:110][cH:111]2)([c:112]2[cH:113][cH:114][cH:115][cH:116][cH:117]2)[c:118]2[cH:119][cH:120][cH:121][cH:122][cH:123]2)([c:124]2[cH:125][cH:126][cH:127][cH:128][cH:129]2)[c:130]2[cH:131][cH:132][cH:133][cH:134][cH:135]2)[cH:136][cH:137]1>>[C:1]([CH3:2])(=[O:3])[N:4]1[CH2:5][c:6]2[c:7]([n:16][c:17](-[c:33]3[cH:32][n:31][c:30]([O:29][CH3:28])[cH:35][cH:34]3)[c:18]([F:20])[cH:19]2)[CH:8]=[CH:9][c:10]2[c:11]1[cH:12][cH:13][cH:14][cH:15]2. Reactants: O=C1CC(C(O1)C(=O)OCC1=CC=CC=C1)C(=O)OC(C)(C)C (2-benzyl 3-tert-butyl (2RS,3RS)-5-oxotetrahydrofuran-2,3-dicarboxylate), [H][H] (hydrogen). Reagents/catalysts: [C].[Pd] (palladium-carbon). The solvent is C(C)(=O)OCC (ethyl acetate). Product: C(C)(C)(C)OC(=O)C1C(OC(C1)=O)C(=O)O ((2RS,3RS)-3-(tert-butoxycarbonyl)-5-oxotetrahydrofuran-2-carboxylic acid). Yield: 97.3%. RXN SMILES: [O:1]=[C:2]1[O:6][CH:5]([C:7]([O:9]CC2C=CC=CC=2)=[O:8])[CH:4]([C:17]([O:19][C:20]([CH3:23])([CH3:22])[CH3:21])=[O:18])[CH2:3]1.[H][H]>C(OCC)(=O)C.[C].[Pd]>[C:20]([O:19][C:17]([CH:4]1[CH2:3][C:2](=[O:1])[O:6][CH:5]1[C:7]([OH:9])=[O:8])=[O:18])([CH3:23])([CH3:21])[CH3:22] |f:3.4|. Procedure: 4.92 g of 2-benzyl 3-tert-butyl (2RS,3RS)-5-oxotetrahydrofuran-2,3-dicarboxylate in 50 ml of ethyl acetate was catalytically reduced with 500 mg of a 10% palladium-carbon catalyst at room temperature under atmospheric pressure of hydrogen for 3 hours. The catalyst was filtered off, and the filtrate was evaporated to dryness under reduced pressure to give 3.44 g of the title compound as a white solid. Starting materials: C(C)(C)(C)OC(=O)N1CCC2=C(N(N=C2CC1)C1CCCC1)OS(=O)(=O)C(F)(F)F (2-cyclopentyl-3-trifluoromethanesulfonyloxy-4,5,7,8-tetrahydro-2H-1,2,6-triaza-azulene-6-carboxylic acid tert-butyl ester), CC1=CC=C(C=C1)B(O)O (4-methylphenylboronic acid). The product is C1(CCCC1)N1N=C2CCNCCC2=C1C1=CC=C(C=C1)C (2-Cyclopentyl-3-p-tolyl-2,4,5,6,7,8-hexahydro-1,2,6-triaza-azulene). The yield is 52.9%. As a reaction SMILES: C(OC([N:8]1[CH2:17][CH2:16][C:15]2[C:11](=[C:12](OS(C(F)(F)F)(=O)=O)[N:13]([CH:18]3[CH2:22][CH2:21][CH2:20][CH2:19]3)[N:14]=2)[CH2:10][CH2:9]1)=O)(C)(C)C.[CH3:31][C:32]1[CH:37]=[CH:36][C:35](B(O)O)=[CH:34][CH:33]=1>>[CH:18]1([N:13]2[C:12]([C:35]3[CH:36]=[CH:37][C:32]([CH3:31])=[CH:33][CH:34]=3)=[C:11]3[C:15]([CH2:16][CH2:17][NH:8][CH2:9][CH2:10]3)=[N:14]2)[CH2:19][CH2:20][CH2:21][CH2:22]1. Procedure: The title compound (70.4 mg) was prepared as in Example 177, Steps C and D, using 204.3 mg of 2-cyclopentyl-3-trifluoromethanesulfonyloxy-4,5,7,8-tetrahydro-2H-1,2,6-triaza-azulene-6-carboxylic acid tert-butyl ester (Example 180, Step A) and 204.1 mg of 4-methylphenylboronic acid. MS (ESI): exact mass calculated for C19H25N3, 295.42. found, m/z 296.5 [M+H]+. 1H NMR (500 MHz, CD3OD): 7.37 (d, J=7.9 Hz, 2H), 7.21 (d, J=7.9 Hz, 2H), 4.50 (m, 1H), 3.43-3.40 (m, 2H), 3.32-3.28 (m, 2H), 3.20-3.17 (m, ... Starting materials: COC(=O)c1ccc2c(c1)C1(CC1c1ccc(F)cc1)C(=O)N2, CO, [Li+], [OH-], O. Product: O=C(O)c1ccc2c(c1)C1(CC1c1ccc(F)cc1)C(=O)N2. As a reaction SMILES: [CH3:1][O:2][C:3](=[O:4])[c:5]1[cH:6][c:7]2[c:8]([cH:9][cH:10]1)[NH:11][C:12](=[O:23])[C:13]21[CH:14]([c:16]2[cH:17][cH:18][c:19]([F:22])[cH:20][cH:21]2)[CH2:15]1.[CH3:27][OH:28].[Li+:25].[OH-:26].[OH2:24]>>[O:2]=[C:3]([OH:4])[c:5]1[cH:6][c:7]2[c:8]([cH:9][cH:10]1)[NH:11][C:12](=[O:23])[C:13]21[CH:14]([c:16]2[cH:17][cH:18][c:19]([F:22])[cH:20][cH:21]2)[CH2:15]1. The reactants are O=CC1CCCCC1, COCC1OC(n2cnc3c(NCC(c4ccccc4)c4ccccc4)nc(CN)nc32)C(O)C1O. Product: COCC1OC(n2cnc3c(NCC(c4ccccc4)c4ccccc4)nc(CNCC4CCCCC4)nc32)C(O)C1O. RXN SMILES: [CH:37]1([CH:43]=[O:44])[CH2:38][CH2:39][CH2:40][CH2:41][CH2:42]1.[NH2:1][CH2:2][c:3]1[n:4][c:5]([NH:22][CH2:23][CH:24]([c:25]2[cH:26][cH:27][cH:28][cH:29][cH:30]2)[c:31]2[cH:32][cH:33][cH:34][cH:35][cH:36]2)[c:6]2[n:7][cH:8][n:9]([CH:12]3[O:13][CH:14]([CH2:19][O:20][CH3:21])[CH:15]([OH:18])[CH:16]3[OH:17])[c:10]2[n:11]1>>[NH:1]([CH2:2][c:3]1[n:4][c:5]([NH:22][CH2:23][CH:24]([c:25]2[cH:26][cH:27][cH:28][cH:29][cH:30]2)[c:31]2[cH:32][cH:33][cH:34][cH:35][cH:36]2)[c:6]2[n:7][cH:8][n:9]([CH:12]3[O:13][CH:14]([CH2:19][O:20][CH3:21])[CH:15]([OH:18])[CH:16]3[OH:17])[c:10]2[n:11]1)[CH2:43][CH:37]1[CH2:38][CH2:39][CH2:40][CH2:41][CH2:42]1.